Dataset: the Open Reaction Database (ORD), a public repository of structured organic reaction records. Task: describe an organic reaction: reactants, conditions, products, and yield Reactants: ClC=1N=C(C2=C(N1)C=CC(=N2)CNC2CCOCC2)N2CCOCC2 (N-((2-chloro-4-morpholinopyrido[3,2-d]pyrimidin-6-yl)methyl)tetrahydro-2H-pyran-4-amine), [Si](C)(C)(C(C)(C)C)N1C=CC2=C(C(=CC=C12)F)B1OC(C(O1)(C)C)(C)C (1-(tert-butyldimethylsilyl)-5-fluoro-4-(4,4,5,5-tetramethyl-1,3,2-dioxaborolan-2-yl)-1H-indole). The product is FC=1C(=C2C=CNC2=CC1)C=1N=C(C2=C(N1)C=CC(=N2)CNC2CCOCC2)N2CCOCC2 (N-((2-(5-fluoro-1H-indol-4-yl)-4-morpholinopyrido[3,2-d]pyrimidin-6-yl)methyl)tetrahydro-2H-pyran-4-amine). As a reaction SMILES: Cl[C:2]1[N:3]=[C:4]([N:20]2[CH2:25][CH2:24][O:23][CH2:22][CH2:21]2)[C:5]2[N:11]=[C:10]([CH2:12][NH:13][CH:14]3[CH2:19][CH2:18][O:17][CH2:16][CH2:15]3)[CH:9]=[CH:8][C:6]=2[N:7]=1.[Si]([N:33]1[C:41]2[C:36](=[C:37](B3OC(C)(C)C(C)(C)O3)[C:38]([F:42])=[CH:39][CH:40]=2)[CH:35]=[CH:34]1)(C(C)(C)C)(C)C>>[F:42][C:38]1[C:37]([C:2]2[N:3]=[C:4]([N:20]3[CH2:25][CH2:24][O:23][CH2:22][CH2:21]3)[C:5]3[N:11]=[C:10]([CH2:12][NH:13][CH:14]4[CH2:19][CH2:18][O:17][CH2:16][CH2:15]4)[CH:9]=[CH:8][C:6]=3[N:7]=2)=[C:36]2[C:41](=[CH:40][CH:39]=1)[NH:33][CH:34]=[CH:35]2. Procedure: N-((2-chloro-4-morpholinopyrido[3,2-d]pyrimidin-6-yl)methyl)tetrahydro-2H-pyran-4-amine (0.17 g) was reacted with 1-(tert-butyldimethylsilyl)-5-fluoro-4-(4,4,5,5-tetramethyl-1,3,2-dioxaborolan-2-yl)-1H-indole via General Procedure A to produce 79.1 mg of 142 following reverse phase HPLC purification. MS (Q1) 463.2 (M)+ The reactants are FC1=C(N(N=C1)C)C=1C=C(C=CC1OC)N (3-(4-Fluoro-2-methyl-2H-pyrazol-3-yl)-4-methoxy-phenylamine), FC(C=1C=C(C=CC1)N=C=O)(F)F (3-trifluoromethylphenylisocyanate). The product is FC1=C(N(N=C1)C)C=1C=C(C=CC1OC)NC(=O)NC1=CC(=CC=C1)C(F)(F)F (1-[3-(4-Fluoro-2-methyl-2H-pyrazol-3-yl)-4-methoxy-phenyl]-3-(3-trifluoromethyl-phenyl)-urea). Isolated yield 48.0%. As a reaction SMILES: [F:1][C:2]1[CH:6]=[N:5][N:4]([CH3:7])[C:3]=1[C:8]1[CH:9]=[C:10]([NH2:16])[CH:11]=[CH:12][C:13]=1[O:14][CH3:15].[F:17][C:18]([F:29])([F:28])[C:19]1[CH:20]=[C:21]([N:25]=[C:26]=[O:27])[CH:22]=[CH:23][CH:24]=1>>[F:1][C:2]1[CH:6]=[N:5][N:4]([CH3:7])[C:3]=1[C:8]1[CH:9]=[C:10]([NH:16][C:26]([NH:25][C:21]2[CH:22]=[CH:23][CH:24]=[C:19]([C:18]([F:17])([F:28])[F:29])[CH:20]=2)=[O:27])[CH:11]=[CH:12][C:13]=1[O:14][CH3:15]. Procedure details: 3-(4-Fluoro-2-methyl-2H-pyrazol-3-yl)-4-methoxy-phenylamine was treated with 3-trifluoromethylphenylisocyanate, in a similar manner as described in Example 1.69, providing 37 mg (48% yield) of Compound 90: LCMS m/z (%)=409 (M+H, 100). 1H NMR (400 MHz, acetone-d6) δ: 8.50 (s, 1H), 8.27 (s, 1H), 8.07 (s, 1H), 7.67 (d, J=8.8 Hz, 1H), 7.64 (d, J=2.4 Hz, 1H), 7.49 (m, 2H), 7.38 (d, JH,F=4.8 Hz, 1H), 7.30 (d, J=8.0 Hz, 1H), 7.14 (d, J=8.8 Hz, 1H), 3.84 (s, 3H), 3.65 (s, 3H). 19F NMR (376 MHz, acetone-... The reactants are CCOc1cc(C(C)(C)C#N)ccc1C1=NC(C)(c2ccc(Cl)cc2)C(C)(c2ccc(Cl)cc2)N1C(=O)Cl, Cl, Cl, CS(=O)(=O)NCCN1CCNCC1. Yields the product CCOc1cc(C(C)(C)C#N)ccc1C1=NC(C)(c2ccc(Cl)cc2)C(C)(c2ccc(Cl)cc2)N1C(=O)N1CCN(CCNS(C)(=O)=O)CC1. Reaction SMILES: [Cl:1][c:2]1[cH:3][cH:4][c:5]([C:8]2([CH3:38])[N:9]=[C:10]([c:24]3[c:25]([O:35][CH2:36][CH3:37])[cH:26][c:27]([C:30]([CH3:31])([CH3:32])[C:33]#[N:34])[cH:28][cH:29]3)[N:11]([C:21](=[O:22])[Cl:23])[C:12]2([CH3:13])[c:14]2[cH:15][cH:16][c:17]([Cl:20])[cH:18][cH:19]2)[cH:6][cH:7]1.[ClH:39].[ClH:40].[N:41]1([CH2:47][CH2:48][NH:49][S:50](=[O:51])(=[O:52])[CH3:53])[CH2:42][CH2:43][NH:44][CH2:45][CH2:46]1>>[Cl:1][c:2]1[cH:3][cH:4][c:5]([C:8]2([CH3:38])[N:9]=[C:10]([c:24]3[c:25]([O:35][CH2:36][CH3:37])[cH:26][c:27]([C:30]([CH3:31])([CH3:32])[C:33]#[N:34])[cH:28][cH:29]3)[N:11]([C:21](=[O:22])[N:44]3[CH2:43][CH2:42][N:41]([CH2:47][CH2:48][NH:49][S:50](=[O:51])(=[O:52])[CH3:53])[CH2:46][CH2:45]3)[C:12]2([CH3:13])[c:14]2[cH:15][cH:16][c:17]([Cl:20])[cH:18][cH:19]2)[cH:6][cH:7]1. Reactants: CN(C=C(C=O)C1=C(C=CC=C1)[N+](=O)[O-])C (3-(dimethylamino)-2-(2-nitrophenyl)acrolein), CNN (methylhydrazine). Solvent: C1(=CC=CC=C1)C (toluene). Yields the product CN1N=CC(=C1)C1=C(C=CC=C1)[N+](=O)[O-] (1-Methyl-4-(2-nitrophenyl)-1H-pyrazole). Yield: 92.1%. Reaction SMILES: [CH3:1][N:2](C)[CH:3]=[C:4]([C:7]1[CH:12]=[CH:11][CH:10]=[CH:9][C:8]=1[N+:13]([O-:15])=[O:14])[CH:5]=O.C[NH:18]N>C1(C)C=CC=CC=1>[CH3:1][N:2]1[CH:3]=[C:4]([C:7]2[CH:12]=[CH:11][CH:10]=[CH:9][C:8]=2[N+:13]([O-:15])=[O:14])[CH:5]=[N:18]1. Reported procedure: A solution of 60 g of 3-(dimethylamino)-2-(2-nitrophenyl)acrolein (see Example 10) and 16.1 g of methylhydrazine in 200 ml of toluene was refluxed for 10 hours, then concentrated to dryness in vacuo. The residue was recrystallized from 1-chlorobutane/hexane (about 1:1) to yield 51 g of the title compound; m.p. 41°-44° C. The reactants are BrC1=C(C2=C(C=NNC2=O)N1COCC[Si](C)(C)C)Cl (2-bromo-3-chloro-1-(2-trimethylsilylethoxymethyl)-1,5-dihydropyrrolo[2,3-d]pyridazin-4-one), C1(CC1)OC=1C=C(C=CC1OC(F)F)B1OC(C(O1)(C)C)(C)C (2-(3-cyclopropoxy-4-difluoromethoxyphenyl)-4,4,5,5-tetramethyl-[1,3,2]dioxaborolane), BrC1=CC2=C(C=NNC2=O)N1COCC[Si](C)(C)C (2-bromo-1-(2-trimethylsilylethoxymethyl)-1,5-dihydropyrrolo-[2,3-d]pyridazin-4-one), C1(CC1)COC=1C=C(C=CC1OC(F)F)B(O)O (3-cyclopropylmethoxy-4-difluoromethoxyphenylboronic acid). The product is ClC1=C(N(C=2C=NNC(C21)=O)COCC[Si](C)(C)C)C2=CC(=C(C=C2)OC(F)F)OCC2CC2 (3-Chloro-2-(3-cyclopropylmethoxy-4-difluoromethoxyphenyl)-1-(2-trimethylsilylethoxymethyl)-1,5-dihydropyrrolo[2,3-d]pyridazin-4-one). Isolated yield 45.1%. As a reaction SMILES: Br[C:2]1[N:11]([CH2:12][O:13][CH2:14][CH2:15][Si:16]([CH3:19])([CH3:18])[CH3:17])[C:5]2[CH:6]=[N:7][NH:8][C:9](=[O:10])[C:4]=2[C:3]=1[Cl:20].BrC1N(COCC[Si](C)(C)C)C2C=NNC(=O)C=2C=1.[CH:40]1([CH2:43][O:44][C:45]2[CH:46]=[C:47](B(O)O)[CH:48]=[CH:49][C:50]=2[O:51][CH:52]([F:54])[F:53])[CH2:42][CH2:41]1.C1(OC2C=C(B3OC(C)(C)C(C)(C)O3)C=CC=2OC(F)F)CC1>>[Cl:20][C:3]1[C:4]2[C:9](=[O:10])[NH:8][N:7]=[CH:6][C:5]=2[N:11]([CH2:12][O:13][CH2:14][CH2:15][Si:16]([CH3:19])([CH3:18])[CH3:17])[C:2]=1[C:47]1[CH:48]=[CH:49][C:50]([O:51][CH:52]([F:54])[F:53])=[C:45]([O:44][CH2:43][CH:40]2[CH2:42][CH2:41]2)[CH:46]=1. Procedure: Reaction and post treatment were carried out in the same manner as in Example 1-(a) except for using 0.40 g (1.1 mmol) of 2-bromo-3-chloro-1-(2-trimethylsilylethoxymethyl)-1,5-dihydropyrrolo[2,3-d]pyridazin-4-one obtained in the following Reference example 16-(d) in place of 2-bromo-1-(2-trimethylsilylethoxymethyl)-1,5-dihydropyrrolo-[2,3-d]pyridazin-4-one, and using 0.55 g (2.1 mmol) of 3-cyclopropylmethoxy-4-difluoromethoxyphenylboronic acid obtained in the following Reference example 3-(b) in... Reactants: COC1=NS(=O)N=C1OC, CN(C)Cc1ccc(CSCCN)o1, CO. Yields the product COC1=NS(=O)N=C1NCCSCc1ccc(CN(C)C)o1. As a reaction SMILES: [CH3:15][O:16][C:17]1=[N:18][S:19](=[O:24])[N:20]=[C:21]1[O:22][CH3:23].[CH3:1][N:2]([CH3:3])[CH2:4][c:5]1[cH:6][cH:7][c:8]([CH2:10][S:11][CH2:12][CH2:13][NH2:14])[o:9]1.[CH3:25][OH:26]>>[CH3:1][N:2]([CH3:3])[CH2:4][c:5]1[cH:6][cH:7][c:8]([CH2:10][S:11][CH2:12][CH2:13][NH:14][C:21]2=[N:20][S:19](=[O:24])[N:18]=[C:17]2[O:16][CH3:15])[o:9]1. The reactants are C(C1=CC=CC=C1)(=O)N1C[C@H](N(CC1)C(C(=O)C1=CNC2=NC=CC=C12)=O)C ((R)-N-(benzoyl)-3-methyl-N′-[(7-azaindol-3-yl)-oxoacetyl]-piperazine), COC1=C2C(=CNC2=C(N=C1)OC)C(C(=O)[O-])=O.[K+] (Potassium (4,7-dimethoxy-6-azaindole-3-yl)-oxoacetate). Product: Compound 5ao, C(C1=CC=CC=C1)(=O)N1CCN(CC1)C(C(=O)C1=CNC2=C(N=CC(=C12)OC)OC)=O (N-(benzoyl)-N′-[(4,7-dimethoxy-6-azaindol-3-yl)-oxoacetyl]-piperazine). RXN SMILES: [C:1]([N:9]1[CH2:14][CH2:13][N:12](C(=O)C(C2C3C(=NC=CC=3)NC=2)=O)[C@H:11](C)[CH2:10]1)(=[O:8])[C:2]1[CH:7]=[CH:6][CH:5]=[CH:4][CH:3]=1.[CH3:29][O:30][C:31]1[CH:39]=[N:38][C:37]([O:40][CH3:41])=[C:36]2[C:32]=1[C:33]([C:42](=[O:46])[C:43]([O-:45])=O)=[CH:34][NH:35]2.[K+]>>[C:1]([N:9]1[CH2:14][CH2:13][N:12]([C:43](=[O:45])[C:42]([C:33]2[C:32]3[C:36](=[C:37]([O:40][CH3:41])[N:38]=[CH:39][C:31]=3[O:30][CH3:29])[NH:35][CH:34]=2)=[O:46])[CH2:11][CH2:10]1)(=[O:8])[C:2]1[CH:7]=[CH:6][CH:5]=[CH:4][CH:3]=1 |f:1.2|. Procedure details: Compound 5ao, N-(benzoyl)-N′-[(4,7-dimethoxy-6-azaindol-3-yl)-oxoacetyl]-piperazine was prepared by the same method used to prepare compound 5a but the starting material was Potassium (4,7-dimethoxy-6-azaindole-3-yl)-oxoacetate. The compound was purified by silica gel chromatography using EtOAc as the eluting solvent to give a white solid. Reactants: COC(CNC(CC1=CC(=C(C=C1)OC)OC)=O)OC (N-(2,2-dimethoxyethyl)-3,4-dimethoxyphenylacetamide), Cl (hydrochloric acid), ice water. Solvent: C(C)(=O)O (acetic acid). Conditions: time 8 hour. Product: COC1=CC2=C(CC(NC=C2)=O)C=C1OC (2,3-dihydro-7,8-dimethoxy-2-oxo-1H-3-benzazepine). RXN SMILES: CO[CH:3](OC)[CH2:4][NH:5][C:6](=[O:18])[CH2:7][C:8]1[CH:13]=[CH:12][C:11]([O:14][CH3:15])=[C:10]([O:16][CH3:17])[CH:9]=1.Cl>C(O)(=O)C>[CH3:15][O:14][C:11]1[C:10]([O:16][CH3:17])=[CH:9][C:8]2[CH2:7][C:6](=[O:18])[NH:5][CH:4]=[CH:3][C:13]=2[CH:12]=1. Procedure details: The acetamide (40 g.) was mixed with 200 ml. of concentrated hydrochloric acid and 200 ml. of glacial acetic acid and allowed to stand at room temperature overnight. The reaction mixture was poured into ice/water and the resulting solid was washed with water/methanol to give 2,3-dihydro-7,8-dimethoxy-2-oxo-1H-3-benzazepine, m.p. 239°-241° C. The product is Cl.C(=O)(O)C/C=C/C1=NC(=CC=C1OCCCCCCCCCCCC)CCl (2-(E-2-Carboxymethylethenyl)-3-dodecyloxy-6-(chloromethyl)pyridine hydrochloride). Conditions: time 30 minute. Reported procedure: 2-(E-2-Carboxymethylethenyl)-3-dodecyloxy-6-(hydroxymethyl)pyridine (250 mg, 0.662 mmol) was dissolved in dry toluene (10 mL) under an argon atmosphere and cooled to 0∞C. Thionyl chloride (0.50 mL, 6.85 mmol) was slowly added and the solution was stirred at 0∞C for 30 minutes followed by 1 h at room temperature. The solvent and excess thionyl chloride were removed at reduced pressure. The crude hydrochloride salt was then used directly in the next step without further purification. The reactants are C(=O)(O)C/C=C/C1=NC(=CC=C1OCCCCCCCCCCCC)CO (2-(E-2-Carboxymethylethenyl)-3-dodecyloxy-6-(hydroxymethyl)pyridine), S(=O)(Cl)Cl (Thionyl chloride). As a reaction SMILES: [C:1]([CH2:4]/[CH:5]=[CH:6]/[C:7]1[C:12]([O:13][CH2:14][CH2:15][CH2:16][CH2:17][CH2:18][CH2:19][CH2:20][CH2:21][CH2:22][CH2:23][CH2:24][CH3:25])=[CH:11][CH:10]=[C:9]([CH2:26]O)[N:8]=1)([OH:3])=[O:2].S(Cl)([Cl:30])=O>C1(C)C=CC=CC=1>[ClH:30].[C:1]([CH2:4]/[CH:5]=[CH:6]/[C:7]1[C:12]([O:13][CH2:14][CH2:15][CH2:16][CH2:17][CH2:18][CH2:19][CH2:20][CH2:21][CH2:22][CH2:23][CH2:24][CH3:25])=[CH:11][CH:10]=[C:9]([CH2:26][Cl:30])[N:8]=1)([OH:3])=[O:2] |f:3.4|. Run in C1(=CC=CC=C1)C (toluene).